This data is from the Open Reaction Database (ORD), a public repository of structured organic reaction records. The task is: describe an organic reaction: reactants, conditions, products, and yield Starting materials: N1CC2(CCC1)C1CCC(C2)C1 ((1RS,2RS,4SR)-spiro[norbornane-2,3'-piperidine]), C([O-])([O-])=O.[K+].[K+] (potassium carbonate), C(Cl)C1CO1 (epichlorohydrin). Solvent: C(C)O (ethanol). Run at time 16 hour. Yields the product Cl.ClCC(CN1CC2(CCC1)C1CCC(C2)C1)O (α-(chloromethyl)-(1RS,2RS,4SR)-spiro[norbornane-2,3'-piperidine]-1' -ethanol-hydrochloride). RXN SMILES: [NH:1]1[CH2:6][CH2:5][CH2:4][C:3]2([CH2:11][CH:10]3[CH2:12][CH:7]2[CH2:8][CH2:9]3)[CH2:2]1.C(=O)([O-])[O-].[K+].[K+].[CH2:19]([CH:21]1[O:23][CH2:22]1)[Cl:20]>C(O)C>[ClH:20].[Cl:20][CH2:19][CH:21]([OH:23])[CH2:22][N:1]1[CH2:6][CH2:5][CH2:4][C:3]2([CH2:11][CH:10]3[CH2:12][CH:7]2[CH2:8][CH2:9]3)[CH2:2]1 |f:1.2.3,6.7|. Procedure details: 24.9 g (0.15 mole) of (1RS,2RS,4SR)-spiro[norbornane-2,3'-piperidine] and 25 g of potassium carbonate are suspended in 100 ml of ethanol; an addition of 15.0 g (0.11 mole) of epichlorohydrin (1-chloro-2,3-epoxypropane) is subsequently made, whereupon the mixture heats up to 40°. It is stirred for 16 hours at room temperature and then concentrated in vacuo (ca. 12 Torr). The residue is suspended in 150 ml of water, and extracted three times with 50 ml of chloroform each time. The chloroform extra... The reactants are ClC1=CC=C(C=C1)C=1OC(=C(N1)CC(=O)OCC)C1=CSC=C1 (ethyl 2-[2-(4-chlorophenyl)-5-(3-thienyl)-4-oxazolyl]acetate), CO (methanol), [OH-].[K+] (potassium hydroxide). Run in O (water). The product is ClC1=CC=C(C=C1)C=1OC(=C(N1)CC(=O)O)C1=CSC=C1 (2-[2-(4-chlorophenyl)-5-(3-thienyl)-4-oxazolyl]acetic acid). Isolated yield 88.8%. RXN SMILES: [Cl:1][C:2]1[CH:7]=[CH:6][C:5]([C:8]2[O:9][C:10]([C:19]3[CH:23]=[CH:22][S:21][CH:20]=3)=[C:11]([CH2:13][C:14]([O:16]CC)=[O:15])[N:12]=2)=[CH:4][CH:3]=1.CO.[OH-].[K+]>O>[Cl:1][C:2]1[CH:7]=[CH:6][C:5]([C:8]2[O:9][C:10]([C:19]3[CH:23]=[CH:22][S:21][CH:20]=3)=[C:11]([CH2:13][C:14]([OH:16])=[O:15])[N:12]=2)=[CH:4][CH:3]=1 |f:2.3|. Procedure: 6 g of ethyl 2-[2-(4-chlorophenyl)-5-(3-thienyl)-4-oxazolyl]acetate, 150 ml of methanol, 30 ml of water and 2.2 g of potassium hydroxide are treated in the same manner as described in Example 8. 4.9 g of 2-[2-(4-chlorophenyl)-5-(3-thienyl)-4-oxazolyl]acetic acid are thereby obtained. The reactants are CC1=C(N)C(=CC=C1C)[N+](=O)[O-] (2,3-dimethyl-6-nitroaniline), C(=S)(Cl)Cl (thiophosgene). Solvent: C1(=CC=CC=C1)C (toluene). Yields the product CC1=C(C(=CC=C1C)[N+](=O)[O-])N=C=S (2,3-dimethyl-6-nitrophenyl isothiocyanate). Yield: 95.0%. Reaction SMILES: [CH3:1][C:2]1[C:8]([CH3:9])=[CH:7][CH:6]=[C:5]([N+:10]([O-:12])=[O:11])[C:3]=1[NH2:4].[C:13](Cl)(Cl)=[S:14]>C1(C)C=CC=CC=1>[CH3:1][C:2]1[C:8]([CH3:9])=[CH:7][CH:6]=[C:5]([N+:10]([O-:12])=[O:11])[C:3]=1[N:4]=[C:13]=[S:14]. Procedure: To a solution of 2,3-dimethyl-6-nitroaniline (3.0 g, 1.0 equiv.) in toluene (150 mL) was added thiophosgene (2.5 mL, 1.8 equiv.) and the reaction mixture was heated at the reflux temp. overnight. The resulting mixture was concentrated under reduced pressure and the residue was purified by column chromatography (10% CH2Cl2/hex) to afford 2,3-dimethyl-6-nitrophenyl isothiocyanate as a light yellow solid (3.63 g, 95%): 1H NMR (CDCl3) δ2.39 (s, 3H), 2.40 (s, 3H), 7.17 (d, J=8.4 Hz, 1H), 7.83 (d, J=8... Starting materials: CC(C)OC(OC(C)C)OC(C)C, CC(C)O, O=CC1(C(F)F)c2cc(Cl)ccc2Nc2ncccc21. The product is CC(C)OC(OC(C)C)C1(C(F)F)c2cc(Cl)ccc2Nc2ncccc21. Reaction SMILES: [CH:21]([O:22][CH:23]([CH3:24])[CH3:25])([O:26][CH:27]([CH3:28])[CH3:29])[O:30][CH:31]([CH3:32])[CH3:33].[CH:34]([OH:35])([CH3:36])[CH3:37].[Cl:1][c:2]1[cH:3][c:4]2[c:5]([cH:19][cH:20]1)[NH:6][c:7]1[n:8][cH:9][cH:10][cH:11][c:12]1[C:13]2([CH:14]=[O:15])[CH:16]([F:17])[F:18]>>[Cl:1][c:2]1[cH:3][c:4]2[c:5]([cH:19][cH:20]1)[NH:6][c:7]1[n:8][cH:9][cH:10][cH:11][c:12]1[C:13]2([CH:16]([F:17])[F:18])[CH:21]([O:26][CH:27]([CH3:28])[CH3:29])[O:30][CH:31]([CH3:32])[CH3:33].